From a dataset of the Open Reaction Database (ORD), a public repository of structured organic reaction records. describe an organic reaction: reactants, conditions, products, and yield Reactants: C1(CC1)S(=O)(=O)C1=CC=C(C=C1)C(C(=O)NC1=CC=C(C=N1)C(=O)OC(C)(C)C)NC1=C(C=C(C=C1)F)F (tert-Butyl 6-[[2-(4-cyclopropylsulfonylphenyl)-2-(2,4-difluoroanilino)acetyl]amino]pyridine-3-carboxylate), C(=O)(C(F)(F)F)O (TFA). The solvent is C(Cl)Cl (DCM). Conditions: time 1 hour. Yields the product C1(CC1)S(=O)(=O)C1=CC=C(C=C1)C(C(=O)NC1=CC=C(C=N1)C(=O)O)NC1=C(C=C(C=C1)F)F (6-[[2-(4-cyclopropylsulfonylphenyl)-2-(2,4-difluoroanilino)acetyl]amino]pyridine-3-carboxylic acid). Isolated yield 18.0%. As a reaction SMILES: [CH:1]1([S:4]([C:7]2[CH:12]=[CH:11][C:10]([CH:13]([NH:30][C:31]3[CH:36]=[CH:35][C:34]([F:37])=[CH:33][C:32]=3[F:38])[C:14]([NH:16][C:17]3[N:22]=[CH:21][C:20]([C:23]([O:25]C(C)(C)C)=[O:24])=[CH:19][CH:18]=3)=[O:15])=[CH:9][CH:8]=2)(=[O:6])=[O:5])[CH2:3][CH2:2]1.C(O)(C(F)(F)F)=O>C(Cl)Cl>[CH:1]1([S:4]([C:7]2[CH:8]=[CH:9][C:10]([CH:13]([NH:30][C:31]3[CH:36]=[CH:35][C:34]([F:37])=[CH:33][C:32]=3[F:38])[C:14]([NH:16][C:17]3[N:22]=[CH:21][C:20]([C:23]([OH:25])=[O:24])=[CH:19][CH:18]=3)=[O:15])=[CH:11][CH:12]=2)(=[O:6])=[O:5])[CH2:2][CH2:3]1. Reported procedure: To a solution of tert-butyl 6-[[2-(4-cyclopropylsulfonylphenyl)-2-(2,4-difluoroanilino)acetyl]amino]pyridine-3-carboxylate (Example A8; 31 mg, 0.057 mmole) in DCM (1 mL) was added TFA at 0° C. Reaction mixture was stirred at rt for 1 hr. TFA was removed invaccuo, residue was neutralised using sat.NaHCO3 solution, extracted with ethyl acetate (3×10 mL) washed with brine, dried over anhydrous sodium sulfate and concentrated. Product was purified using preparative TLC, provided title compound (0.00... Reactants: C(C)(C)(C)OC(=O)N[C@H](C[C@H]1[C@@H](N(C(O1)(C)C)C(=O)OCC1=CC=CC=C1)CC1=CC=C(C=C1)C=1C=NC(=CC1)C)CC1=CC=CC=C1 (benzyl(4S,5S)-5-{(2S)-2-[(tert-butoxycarbonyl)amino]-3-phenylpropyl}-2,2-dimethyl-4-[4-(6-methyl-3-pyridinyl)benzyl]-1,3-oxazolidine-3-carboxylate), CO (methanol), Cl (HCl). The solvent is C1CCOC1 (THF). Run at temperature 60 celsius, time 16 hour. The product is N[C@H](C[C@@H]([C@H](CC1=CC=C(C=C1)C=1C=NC(=CC1)C)NC(OCC1=CC=CC=C1)=O)O)CC1=CC=CC=C1 (benzyl(1S,2S,4S)-4-amino-2-hydroxy-1-[4-(6-methyl-3-pyridinyl)benzyl]-5-phenylpentylcarbamate), hydrochloride salt. RXN SMILES: C(OC([NH:8][C@@H:9]([CH2:42][C:43]1[CH:48]=[CH:47][CH:46]=[CH:45][CH:44]=1)[CH2:10][C@@H:11]1[O:15]C(C)(C)[N:13]([C:18]([O:20][CH2:21][C:22]2[CH:27]=[CH:26][CH:25]=[CH:24][CH:23]=2)=[O:19])[C@H:12]1[CH2:28][C:29]1[CH:34]=[CH:33][C:32]([C:35]2[CH:36]=[N:37][C:38]([CH3:41])=[CH:39][CH:40]=2)=[CH:31][CH:30]=1)=O)(C)(C)C.CO.Cl>C1COCC1>[NH2:8][C@@H:9]([CH2:42][C:43]1[CH:44]=[CH:45][CH:46]=[CH:47][CH:48]=1)[CH2:10][C@H:11]([OH:15])[C@@H:12]([NH:13][C:18](=[O:19])[O:20][CH2:21][C:22]1[CH:23]=[CH:24][CH:25]=[CH:26][CH:27]=1)[CH2:28][C:29]1[CH:30]=[CH:31][C:32]([C:35]2[CH:36]=[N:37][C:38]([CH3:41])=[CH:39][CH:40]=2)=[CH:33][CH:34]=1. Reported procedure: A solution containing the product from Example 87B (0.193 g, 0.297 mmol) in a mixture of THF (2 mL), methanol (2 mL), and aqueous HCl (2 mL, 1 N) was stirred at 60° C. for 16 hours. The solvent was removed under reduced pressure to give the title compound as the hydrochloride salt, which was used without further purification. The reactants are C(C1=CC=CC=C1)NC(=O)C1=C(N=C(S1)NC(=O)N(CC1=CC=C(C=C1)F)CC(OC)OC)C (N-benzyl-2-(3-(2,2-dimethoxyethyl)-3-(4-fluorobenzyl)ureido)-4-methylthiazole-5-carboxamide), COC(CN(C(NC=1SC(=C(N1)C)C(=O)NCC=1C=NC=CC1)=O)CCC1=CC=C(C=C1)F)OC (2-(3-(2,2-dimethoxyethyl)-3-(4-fluorophenethyl)ureido)-4-methyl-N-(pyridin-3-ylmethyl)thiazole-5-carboxamide). Product: FC1=CC=C(CCN2C(N(C(C2)O)C=2SC(=C(N2)C)C(=O)NCC=2C=NC=CC2)=O)C=C1 (2-(3-(4-fluorophenethyl)-5-hydroxy-2-oxoimidazolidin-1-yl)-4-methyl-N-(pyridin-3-ylmethyl)thiazole-5-carboxamide). The yield is 21.0%. As a reaction SMILES: C(NC(C1SC(NC(N(CC(OC)OC)CC2C=CC(F)=CC=2)=O)=NC=1C)=O)C1C=CC=CC=1.CO[CH:37]([O:68]C)[CH2:38][N:39]([CH2:59][CH2:60][C:61]1[CH:66]=[CH:65][C:64]([F:67])=[CH:63][CH:62]=1)[C:40](=[O:58])[NH:41][C:42]1[S:43][C:44]([C:48]([NH:50][CH2:51][C:52]2[CH:53]=[N:54][CH:55]=[CH:56][CH:57]=2)=[O:49])=[C:45]([CH3:47])[N:46]=1>>[F:67][C:64]1[CH:63]=[CH:62][C:61]([CH2:60][CH2:59][N:39]2[CH2:38][CH:37]([OH:68])[N:41]([C:42]3[S:43][C:44]([C:48]([NH:50][CH2:51][C:52]4[CH:53]=[N:54][CH:55]=[CH:56][CH:57]=4)=[O:49])=[C:45]([CH3:47])[N:46]=3)[C:40]2=[O:58])=[CH:66][CH:65]=1. Reported procedure: Following the procedure as described in Example 16, making variations as required to replace N-benzyl-2-(3-(2,2-dimethoxyethyl)-3-(4-fluorobenzyl)ureido)-4-methylthiazole-5-carboxamide with 2-(3-(2,2-dimethoxyethyl)-3-(4-fluorophenethyl)ureido)-4-methyl-N-(pyridin-3-ylmethyl)thiazole-5-carboxamide the title compound was obtained as a colorless solid in 21% yield: mp 182-184° C. (ethyl acetate): 1H NMR (300 MHz, CDCl3) δ 8.61-8.48 (m, 2H), 7.67 (d, J=7.2 Hz, 1H), 7.28 (br s, 1H), 7.18-7.03 (m, 2H... Reactants: Br.C(C1=CC=CC=C1)OC1=C(C=C(C=C1)C=1N=C(SC1)N)OC (4-(4-benzyloxy-3-methoxy-phenyl)-thiazol-2-ylamine hydrobromide), C1(=CC=C(C=C1)S(=O)(=O)Cl)C (p-toluenesulfonyl chloride), Cl (hydrochloric acid). Run in N1=CC=CC=C1 (pyridine). Product: C(C1=CC=CC=C1)OC1=C(C=C(C=C1)C=1N=C(SC1)NS(=O)(=O)C1=CC=CC=C1)OC (N-[4-(4-benzyloxy-3-methoxy-phenyl)-thiazol-2-yl]-benzenesulfonamide). The yield is 60.8%. RXN SMILES: Br.[CH2:2]([O:9][C:10]1[CH:15]=[CH:14][C:13]([C:16]2[N:17]=[C:18]([NH2:21])[S:19][CH:20]=2)=[CH:12][C:11]=1[O:22][CH3:23])[C:3]1[CH:8]=[CH:7][CH:6]=[CH:5][CH:4]=1.[C:24]1(C)[CH:29]=[CH:28][C:27]([S:30](Cl)(=[O:32])=[O:31])=[CH:26][CH:25]=1.Cl>N1C=CC=CC=1>[CH2:2]([O:9][C:10]1[CH:15]=[CH:14][C:13]([C:16]2[N:17]=[C:18]([NH:21][S:30]([C:27]3[CH:28]=[CH:29][CH:24]=[CH:25][CH:26]=3)(=[O:32])=[O:31])[S:19][CH:20]=2)=[CH:12][C:11]=1[O:22][CH3:23])[C:3]1[CH:4]=[CH:5][CH:6]=[CH:7][CH:8]=1 |f:0.1|. Procedure: A mixture of 0.5 g of 4-(4-benzyloxy-3-methoxy-phenyl)-thiazol-2-ylamine hydrobromide with 0.27 g of p-toluenesulfonyl chloride was stirred overnight with 2 ml of pyridine. The resulting, red colored solution was poured into 50 ml of 1N hydrochloric acid and extracted three times with 50 ml of methylene chloride each time. The organic extracts were combined, dried with magnesium sulphate and concentrated. The residue was chromatographed on 40 g of Kieselgel 60 with diethyl ether/hexane (2:1) as ... Product: COCOc1ccc(C(C)=O)cc1OC(F)(F)F. Reactants: O=C([O-])[O-], COCCl, CN(C)C=O, [K+], [K+], O, CC(=O)c1ccc(O)c(OC(F)(F)F)c1. Reaction SMILES: [C:16](=[O:17])([O-:18])[O-:19].[CH3:22][O:23][CH2:24][Cl:25].[CH3:27][N:28]([CH3:29])[CH:30]=[O:31].[K+:20].[K+:21].[OH2:26].[OH:1][c:2]1[c:3]([O:11][C:12]([F:13])([F:14])[F:15])[cH:4][c:5]([C:8]([CH3:9])=[O:10])[cH:6][cH:7]1>>[O:1]([c:2]1[c:3]([O:11][C:12]([F:13])([F:14])[F:15])[cH:4][c:5]([C:8]([CH3:9])=[O:10])[cH:6][cH:7]1)[CH2:24][O:23][CH3:22]. The reactants are CN(C=CC(=O)C=1C=NC=C(C1)OC)C (3-(Dimethylamino)-1-(5-methoxypyridin-3-yl)prop-2-en-1-one), [N+](=O)(O)[O-].CC1=C(C=C(C=C1)[N+](=O)[O-])NC(=N)N (2-methyl-5-nitrophenyl guanidine nitrate). The product is COC=1C=C(C=NC1)C1=NC(=NC=C1)NC1=C(C=CC(=C1)[N+](=O)[O-])C (4-(5-methoxypyridin-3-yl)-N-(2-methyl-5-nitrophenyl)pyrimidin-2-amine). As a reaction SMILES: CN(C)[CH:3]=[CH:4][C:5]([C:7]1[CH:8]=[N:9][CH:10]=[C:11]([O:13][CH3:14])[CH:12]=1)=O.[N+]([O-])(O)=O.[CH3:20][C:21]1[CH:26]=[CH:25][C:24]([N+:27]([O-:29])=[O:28])=[CH:23][C:22]=1[NH:30][C:31]([NH2:33])=[NH:32]>>[CH3:14][O:13][C:11]1[CH:12]=[C:7]([C:5]2[CH:4]=[CH:3][N:33]=[C:31]([NH:30][C:22]3[CH:23]=[C:24]([N+:27]([O-:29])=[O:28])[CH:25]=[CH:26][C:21]=3[CH3:20])[N:32]=2)[CH:8]=[N:9][CH:10]=1 |f:1.2|. Procedure details: Condensation of 12 with N-(2-methyl-5-nitro-phenyl)-guanidine nitrate 2 using a similar procedure for the preparation of 4 affords 4-(5-methoxypyridin-3-yl)-N-(2-methyl-5-nitrophenyl)pyrimidin-2-amine 13. 1H NMR (400 MHz, d6-DMSO) δ 9.23 (s, 1H), 8.93 (d, J=1.2 Hz, 1H), 8.80 (d, J=2.0 Hz, 1H), 8.63 (d, J=5.2 Hz, 1H), 8.44 (d, J=2.8 Hz, 1H), 8.00 (s, 1H), 7.91 (dd, J=2.0, 8.4 Hz, 1H), 7.62 (d, J=5.2 Hz, 1H), 7.52 (d, J=8.4 Hz, 1H), 3.90 (s, 3H), 2.44 (s, 3H). MS (m/z) (M+1)+: 338.1 Starting materials: material, [Li] (lithium), C(CCC)[Li] (butyllithium), 2-methylbenzindenes, FC(S(=O)(=O)OCCC1C2=CC=CC=C2C=2C=CC=CC12)(F)F (2-(9-fluorenyl)ethyl trifluoromethane sulfonate). Solvent: C(C)OCC (diethyl ether), CCCCCC (hexane), C1(=CC=CC=C1)C (toluene). Reaction conditions: temperature -5 celsius, time 8 hour. Product: CC1C=CC2=CC=C3C(=C12)C=CC=C3.C=C (methylbenzindene C2H4). RXN SMILES: [Li].[CH2:2]([Li])[CH2:3][CH2:4][CH3:5].FC(F)(F)S(O[CH2:13][CH2:14][CH:15]1[C:27]2[CH:26]=[CH:25][CH:24]=[CH:23][C:22]=2[C:21]2C1=CC=[CH:19][CH:20]=2)(=O)=O>C(OCC)C.CCCCCC.C1(C)C=CC=CC=1>[CH3:5][CH:4]1[C:26]2[C:25](=[CH:24][CH:23]=[C:22]3[CH:21]=[CH:20][CH:19]=[CH:15][C:27]3=2)[CH:2]=[CH:3]1.[CH2:13]=[CH2:14] |f:6.7,^1:0|. Procedure: A mixture of isomeric 2-methylbenzindenes was prepared by the method described by Stehling et al., Orgtinometallics, 13, 964 (1994). A solution of 3.6 g of this material was dissolved in 90 mL diethyl ether and converted to the lithium salt by dropwise addition of 8 mL 2.5M butyllithium in hexane. This was added to 20 mmole flu-CH2—CH2—OSO2CF3 (Example 1) in 100 mL toluene. After stirring overnight , the reaction mixture was filtered and evaporated. The residual gum was extracted with 300 mL boi...